Dataset: the Open Reaction Database (ORD), a public repository of structured organic reaction records. Task: describe an organic reaction: reactants, conditions, products, and yield Starting materials: C(C=C)OC(=O)N1CC(CC1)(C#C[Si](C)(C)C)O (1-allyloxycarbonyl-3-hydroxy-3-trimethylsilylethynylpyrrolidine), S(=O)(Cl)Cl (thionyl chloride), O (water), resultant mixture. Run in N1=CC=CC=C1 (pyridine). Product: C(C=C)OC(=O)N1CC(=CC1)C#C[Si](C)(C)C (1-allyloxycarbonyl-3-trimethylsilylethynyl-3-pyrroline). Isolated yield 43.2%. Reaction SMILES: [CH2:1]([O:4][C:5]([N:7]1[CH2:11][CH2:10][C:9](O)([C:12]#[C:13][Si:14]([CH3:17])([CH3:16])[CH3:15])[CH2:8]1)=[O:6])[CH:2]=[CH2:3].S(Cl)(Cl)=O.O>N1C=CC=CC=1>[CH2:1]([O:4][C:5]([N:7]1[CH2:11][CH:10]=[C:9]([C:12]#[C:13][Si:14]([CH3:17])([CH3:15])[CH3:16])[CH2:8]1)=[O:6])[CH:2]=[CH2:3]. Reported procedure: To a solution of 1-allyloxycarbonyl-3-hydroxy-3-trimethylsilylethynylpyrrolidine (18.0 g) in pyridine (180 ml) was added dropwise thionyl chloride (29 ml) below 20° C. The resultant mixture was stirred for 1 hour and slowly poured into cooled water. The solution was extracted three times with n-hexane The extracts were combined, washed with 1N hydrochloric acid (4 times), saturated aqueous sodium hydrogen carbonate, water and brine successively, dried over magnesium sulfate and evaporated. The r... The reactants are CN(C)C=NS(=O)(=O)C=1C(=CC=CC1CN(S(=O)(=O)C=1SC=CC1)CC1=CC=CC=C1)C1=CC(=CC=C1)OCCOC ({[benzyl(thiophene-2-sulfonyl)amino]methyl}-3′-(2-methoxy)ethoxy-biphenyl-2-sulfonic acid dimethylaminomethylenamide), C(O)([O-])=O.[Na+] (sodium hydrogencarbonate). The solvent is CCO (EtOH), Cl (HCl). Product: C(C1=CC=CC=C1)N(S(=O)(=O)C=1SC=CC1)CC1=C(C(=CC=C1)C1=CC(=CC=C1)OCCOC)S(=O)(=O)N ({[Benzyl(thiophene-2-sulfonyl)amino]methyl}-3′-(2-methoxy)ethoxy-biphenyl-2-sulfonamide). Isolated yield 37.5%. RXN SMILES: CN(C=[N:5][S:6]([C:9]1[C:10]([C:32]2[CH:37]=[CH:36][CH:35]=[C:34]([O:38][CH2:39][CH2:40][O:41][CH3:42])[CH:33]=2)=[CH:11][CH:12]=[CH:13][C:14]=1[CH2:15][N:16]([CH2:25][C:26]1[CH:31]=[CH:30][CH:29]=[CH:28][CH:27]=1)[S:17]([C:20]1[S:21][CH:22]=[CH:23][CH:24]=1)(=[O:19])=[O:18])(=[O:8])=[O:7])C.C(=O)([O-])O.[Na+]>CCO.Cl>[CH2:25]([N:16]([CH2:15][C:14]1[CH:13]=[CH:12][CH:11]=[C:10]([C:32]2[CH:37]=[CH:36][CH:35]=[C:34]([O:38][CH2:39][CH2:40][O:41][CH3:42])[CH:33]=2)[C:9]=1[S:6]([NH2:5])(=[O:8])=[O:7])[S:17]([C:20]1[S:21][CH:22]=[CH:23][CH:24]=1)(=[O:18])=[O:19])[C:26]1[CH:27]=[CH:28][CH:29]=[CH:30][CH:31]=1 |f:1.2|. Procedure: 550 mg of {[benzyl(thiophene-2-sulfonyl)amino]methyl}-3′-(2-methoxy)ethoxy-biphenyl-2-sulfonic acid dimethylaminomethylenamide are refluxed for 1 h in 5 ml of EtOH and 5 ml of a saturated aqueous HCl solution. 100 ml of a 10% aqueous sodium hydrogencarbonate solution are added and the mixture is extracted 3 times with 100 ml of EA each time. It is dried over magnesium sulfate and the solvent is removed in vacuo. Chromatography on silica gel using MTB/DIP 1:1 yields 188 mg of a colorless oil. Reactants: C(C)(=O)OCC1=CN2C(S1)=CN=C2 (2-acetoxymethylimidazo[5,1-b]thiazole). Solvent: CO (methanol), C([O-])([O-])=O.[K+].[K+] (potassium carbonate). Conditions: time 1.5 hour. Product: OCC1=CN2C(S1)=CN=C2 (2-hydroxymethylimidazo[5,1-b]thiazole). Reaction SMILES: C([O:4][CH2:5][C:6]1[S:10][C:9]2=[CH:11][N:12]=[CH:13][N:8]2[CH:7]=1)(=O)C>CO.C(=O)([O-])[O-].[K+].[K+]>[OH:4][CH2:5][C:6]1[S:10][C:9]2=[CH:11][N:12]=[CH:13][N:8]2[CH:7]=1 |f:2.3.4|. Procedure: A 846 mg potion of 2-acetoxymethylimidazo[5,1-b]thiazole was dissolved in a mixed solution of 17 ml of methanol and 1 ml of an aqueous saturated potassium carbonate solution, followed by stirring at room temperature for 1.5 hours. Then, the reaction solution was filtered, and the filtrate was then concentrated under reduced pressure. The resulting residue was purified by a silica gel column chromatograph to obtain 550 mg of the title compound.